From a dataset of the Open Reaction Database (ORD), a public repository of structured organic reaction records. describe an organic reaction: reactants, conditions, products, and yield Starting materials: BrC1=C(C(=NC2=CC(=CC(=C12)F)F)N1C(CCC1)=O)C (1-(4-bromo-5,7-difluoro-3-methylquinolin-2-yl)pyrrolidin-2-one), O1CCN(CC1)C=1C=C2C(=NC1)C1(CN2)CCOCC1 (6′-morpholino-1′,2,2′,3,5,6-hexahydrospiro[pyran-4,3′-pyrrolo[3,2-b]pyridine]). Run in C1(=CC=CC=C1)C (toluene). Product: FC1=C2C(=C(C(=NC2=CC(=C1)F)N1C(CCC1)=O)C)N1CC2(C3=NC=C(C=C31)N3CCOCC3)CCOCC2 (1-(5,7-difluoro-3-methyl-4-(6′-(4-morpholinyl)-2,3,5,6-tetrahydrospiro[pyran-4,3′-pyrrolo[3,2-b]pyridin]-1′(2′H)-yl)-2-quinolinyl)-2-pyrrolidinone). As a reaction SMILES: Br[C:2]1[C:11]2[C:6](=[CH:7][C:8]([F:13])=[CH:9][C:10]=2[F:12])[N:5]=[C:4]([N:14]2[CH2:18][CH2:17][CH2:16][C:15]2=[O:19])[C:3]=1[CH3:20].[O:21]1[CH2:26][CH2:25][N:24]([C:27]2[CH:28]=[C:29]3[NH:35][CH2:34][C:33]4([CH2:40][CH2:39][O:38][CH2:37][CH2:36]4)[C:30]3=[N:31][CH:32]=2)[CH2:23][CH2:22]1>C1(C)C=CC=CC=1>[F:12][C:10]1[CH:9]=[C:8]([F:13])[CH:7]=[C:6]2[C:11]=1[C:2]([N:35]1[C:29]3[C:30](=[N:31][CH:32]=[C:27]([N:24]4[CH2:25][CH2:26][O:21][CH2:22][CH2:23]4)[CH:28]=3)[C:33]3([CH2:40][CH2:39][O:38][CH2:37][CH2:36]3)[CH2:34]1)=[C:3]([CH3:20])[C:4]([N:14]1[CH2:18][CH2:17][CH2:16][C:15]1=[O:19])=[N:5]2. Procedure details: Prepared according to procedure Y using 1-(4-bromo-5,7-difluoro-3-methylquinolin-2-yl)pyrrolidin-2-one (60.0 mg, 0.180 mmol) and 6′-morpholino-1′,2,2′,3,5,6-hexahydrospiro[pyran-4,3′-pyrrolo[3,2-b]pyridine] in toluene to give 1-(5,7-difluoro-3-methyl-4-(6′-(4-morpholinyl)-2,3,5,6-tetrahydrospiro[pyran-4,3′-pyrrolo[3,2-b]pyridin]-1′(2′H)-yl)-2-quinolinyl)-2-pyrrolidinone. 1H NMR (400 MHz, chloroform-d) δ ppm 7.61 (1H, d, J=2.3 Hz), 7.49 (1H, ddd, J=9.4, 2.5, 1.4 Hz), 6.95 (1H, ddd, J=11.8, 8.9, 2... RXN SMILES: [Al+3:50].[C:1]([CH3:2])(=[O:3])[OH:4].[C:5]([CH3:6])(=[O:7])[OH:8].[H-:49].[H-:52].[H-:53].[H-:54].[Li+:51].[NH2:9][c:10]1[c:11]2[c:12]([n:13][cH:14][n:15]1)[n:16]([CH:36]1[CH2:37][CH2:38][CH:39]([N:42]3[CH2:43][CH2:44][N:45]([CH3:48])[CH2:46][CH2:47]3)[CH2:40][CH2:41]1)[n:17][c:18]2-[c:19]1[cH:20][cH:21][c:22]([NH:25][C:26]([CH2:27][CH2:28][c:29]2[cH:30][cH:31][cH:32][cH:33][cH:34]2)=[O:35])[cH:23][cH:24]1.[O:55]1[CH2:56][CH2:57][CH2:58][CH2:59]1>>[C:1]([CH3:2])(=[O:3])[OH:4].[C:5]([CH3:6])(=[O:7])[OH:8].[NH2:9][c:10]1[c:11]2[c:12]([n:13][cH:14][n:15]1)[n:16]([CH:36]1[CH2:37][CH2:38][CH:39]([N:42]3[CH2:43][CH2:44][N:45]([CH3:48])[CH2:46][CH2:47]3)[CH2:40][CH2:41]1)[n:17][c:18]2-[c:19]1[cH:20][cH:21][c:22]([NH:25][CH2:26][CH2:27][CH2:28][c:29]2[cH:30][cH:31][cH:32][cH:33][cH:34]2)[cH:23][cH:24]1. The reactants are [Al+3], CC(=O)O, CC(=O)O, [H-], [H-], [H-], [H-], [Li+], CN1CCN(C2CCC(n3nc(-c4ccc(NC(=O)CCc5ccccc5)cc4)c4c(N)ncnc43)CC2)CC1, C1CCOC1. Product: CC(=O)O, CC(=O)O, CN1CCN(C2CCC(n3nc(-c4ccc(NCCCc5ccccc5)cc4)c4c(N)ncnc43)CC2)CC1. Reactants: COC1=CC=C(CS[C@H]2C[C@H](N(C2)C(=O)OCC2=CC=C(C=C2)[N+](=O)[O-])C(=O)O)C=C1 ((2S,4S)-4-(4-methoxybenzyl)thio-1-(4-nitrobenzyloxycarbonyl)-L-proline), N,N'-carbonyldiimidazole, C(C)(C)N(C(C)C)CC (N,N-diisopropylethylamine), FC(C(=O)O)(F)F.OC(CC(=O)N[C@@H]1CNCC1)CNC(=O)OCC1=CC=C(C=C1)[N+](=O)[O-] ((3S)-3-[3-hydroxy-4-(4-nitrobenzyloxycarbonyl)aminobutanoylamino]pyrrolidine trifluoroacetate). Solvent: O1CCCC1 (tetrahydrofuran), O1CCCC1 (tetrahydrofuran). Conditions: temperature 30 celsius, time 1 hour. Yields the product OC(CC(=O)N[C@@H]1CN(CC1)C(=O)[C@H]1N(C[C@H](C1)SCC1=CC=C(C=C1)OC)C(=O)OCC1=CC=C(C=C1)[N+](=O)[O-])CNC(=O)OCC1=CC=C(C=C1)[N+](=O)[O-] ((2S,4S)-2-[(3S)-3-[3-Hydroxy-4-(4-nitrobenzyloxycarbonyl)aminobutanoylamino]pyrrolidin-1-ylcarbonyl]-4-(4-methoxybenzyl)thio-1-(4-nitrobenzyloxycarbonyl)pyrrolidine). The yield is 74.6%. Reaction SMILES: [CH3:1][O:2][C:3]1[CH:31]=[CH:30][C:6]([CH2:7][S:8][C@@H:9]2[CH2:13][N:12]([C:14]([O:16][CH2:17][C:18]3[CH:23]=[CH:22][C:21]([N+:24]([O-:26])=[O:25])=[CH:20][CH:19]=3)=[O:15])[C@H:11]([C:27]([OH:29])=O)[CH2:10]2)=[CH:5][CH:4]=1.C(N(CC)C(C)C)(C)C.FC(F)(F)C(O)=O.[OH:48][CH:49]([CH2:59][NH:60][C:61]([O:63][CH2:64][C:65]1[CH:70]=[CH:69][C:68]([N+:71]([O-:73])=[O:72])=[CH:67][CH:66]=1)=[O:62])[CH2:50][C:51]([NH:53][C@H:54]1[CH2:58][CH2:57][NH:56][CH2:55]1)=[O:52]>O1CCCC1>[OH:48][CH:49]([CH2:59][NH:60][C:61]([O:63][CH2:64][C:65]1[CH:66]=[CH:67][C:68]([N+:71]([O-:73])=[O:72])=[CH:69][CH:70]=1)=[O:62])[CH2:50][C:51]([NH:53][C@H:54]1[CH2:58][CH2:57][N:56]([C:27]([C@@H:11]2[CH2:10][C@H:9]([S:8][CH2:7][C:6]3[CH:30]=[CH:31][C:3]([O:2][CH3:1])=[CH:4][CH:5]=3)[CH2:13][N:12]2[C:14]([O:16][CH2:17][C:18]2[CH:19]=[CH:20][C:21]([N+:24]([O-:26])=[O:25])=[CH:22][CH:23]=2)=[O:15])=[O:29])[CH2:55]1)=[O:52] |f:2.3|. Procedure: To a solution of (2S,4S)-4-(4-methoxybenzyl)thio-1-(4-nitrobenzyloxycarbonyl)-L-proline (2.87 g) in anhydrous tetrahydrofuran (30 ml), N,N'-carbonyldiimidazole (1.25 g) was added, followed by stirring at 30° C. for one hour. To the reaction mixture, N,N-diisopropylethylamine (1.68 ml) and a solution of (3S)-3-[3-hydroxy-4-(4-nitrobenzyloxycarbonyl)aminobutanoylamino]pyrrolidine trifluoroacetate (3.19 g) in anhydrous tetrahydrofuran (30 ml) was added. The resulting mixture was allowed to stand ov... The reactants are SC=1C=C(C(=C(C1)C1=CC=CC=C1)O)C1=CC=CC=C1 (5'-mercapto[1,1':3',1"-terphenyl]-2'-ol), CN(C(C=C)=O)CCC1=NC=CC=C1 (N-methyl-N-[2-(2-pyridinyl)ethyl]-2-propenamide), ( 468.54 ). The solvent is C(C)N(CC)CC (triethylamine). Yields the product OC1=C(C=C(C=C1C1=CC=CC=C1)SCCC(=O)N(CCC1=NC=CC=C1)C)C1=CC=CC=C1 (3-[(2'-hydroxy[1,1':3',1"-terphenyl]-5'-yl)-thio]-N-methyl-N-[2-(2-pyridin-yl)ethyl]propanamide). Reaction SMILES: [SH:1][C:2]1[CH:3]=[C:4]([C:15]2[CH:20]=[CH:19][CH:18]=[CH:17][CH:16]=2)[C:5]([OH:14])=[C:6]([C:8]2[CH:13]=[CH:12][CH:11]=[CH:10][CH:9]=2)[CH:7]=1.[CH3:21][N:22]([CH2:27][CH2:28][C:29]1[CH:34]=[CH:33][CH:32]=[CH:31][N:30]=1)[C:23](=[O:26])[CH:24]=[CH2:25]>C(N(CC)CC)C>[OH:14][C:5]1[C:6]([C:8]2[CH:9]=[CH:10][CH:11]=[CH:12][CH:13]=2)=[CH:7][C:2]([S:1][CH2:25][CH2:24][C:23]([N:22]([CH3:21])[CH2:27][CH2:28][C:29]2[CH:34]=[CH:33][CH:32]=[CH:31][N:30]=2)=[O:26])=[CH:3][C:4]=1[C:15]1[CH:16]=[CH:17][CH:18]=[CH:19][CH:20]=1. Procedure details: The title compound was prepared according to the method of Example 4 from the thiol of Example 16(2.78 g, 0.01 mole), N-methyl-N-[2-(2-pyridinyl)ethyl]-2-propenamide (1.90 g, 0.01 mold) and triethylamine (1.2 ml). Analysis calc. for C29H28O2N2S (468.54): Calc.: C, 74.32; H, 6.02; N, 5.98. Found: C, 73.93; H, 6.04; N, 6.16. Starting materials: COC[C@@H](C)OC1=CC=C2C=CC(=NC2=C1)C ((R)-7-(1-methoxypropan-2-yloxy)-2-methylquinoline), [Se](=O)=O (selenium dioxide), resultant mixture. Run in O1CCOCC1 (dioxane), O (water). Product: COC[C@@H](C)OC1=CC=C2C=CC(=NC2=C1)C=O ((R)-7-(1-methoxypropan-2-yloxy)quinoline-2-carbaldehyde). Yield: 46.7%. Reaction SMILES: [CH3:1][O:2][CH2:3][C@H:4]([O:6][C:7]1[CH:16]=[C:15]2[C:10]([CH:11]=[CH:12][C:13]([CH3:17])=[N:14]2)=[CH:9][CH:8]=1)[CH3:5].[Se](=O)=[O:19]>O1CCOCC1.O>[CH3:1][O:2][CH2:3][C@H:4]([O:6][C:7]1[CH:16]=[C:15]2[C:10]([CH:11]=[CH:12][C:13]([CH:17]=[O:19])=[N:14]2)=[CH:9][CH:8]=1)[CH3:5]. Reported procedure: To a solution of (R)-7-(1-methoxypropan-2-yloxy)-2-methylquinoline (0.22 g, 0.96 mmol) in dioxane (7 mL) and water (0.07 mL) was added selenium dioxide (0.13 g, 1.2 mmol) and the resultant mixture heated at reflux for 2 hours. The cooled reaction mixture was filtered through a plug of Celite® to remove solids, rinsing with dichloromethane. The filtrate was concentrated under reduced pressure and purified by normal phase chromatography on silica gel (10-20% ethyl acetate/hexanes) to afford the ti... Starting materials: [Br-].COC(=O)C1=CC(=C(C[P+](C2=CC=CC=C2)(C2=CC=CC=C2)C2=CC=CC=C2)C=C1)NC(CCCCCCCCCCC)=O ([4-methoxycarbonyl-2-(n-dodecanamido)benzyl]triphenylphosphonium bromide), CC(C)([O-])C.[K+] (potassium tert.-butoxide), C(C)(=O)OCC (Ethyl acetate), C1(=CC=CC=C1)C (toluene). The solvent is [Cl-].[Na+].O (brine). The product is C(CCCCCCCCCC)C=1NC2=CC(=CC=C2C1)C(=O)OC (methyl 2-(n-undecyl)indole-6-carboxylate). Yield: 36.0%. Reaction SMILES: [Br-].[CH3:2][O:3][C:4]([C:6]1[CH:31]=[CH:30][C:9]([CH2:10][P+](C2C=CC=CC=2)(C2C=CC=CC=2)C2C=CC=CC=2)=[C:8]([NH:32][C:33](=O)[CH2:34][CH2:35][CH2:36][CH2:37][CH2:38][CH2:39][CH2:40][CH2:41][CH2:42][CH2:43][CH3:44])[CH:7]=1)=[O:5].CC(C)([O-])C.[K+].C1(C)C=CC=CC=1.C(OCC)(=O)C>[Cl-].[Na+].O>[CH2:34]([C:33]1[NH:32][C:8]2[C:9]([CH:10]=1)=[CH:30][CH:31]=[C:6]([C:4]([O:3][CH3:2])=[O:5])[CH:7]=2)[CH2:35][CH2:36][CH2:37][CH2:38][CH2:39][CH2:40][CH2:41][CH2:42][CH2:43][CH3:44] |f:0.1,2.3,6.7.8|. Procedure: A mixture of [4-methoxycarbonyl-2-(n-dodecanamido)benzyl]triphenylphosphonium bromide (23.8 g) and potassium tert.-butoxide (3.9 g) were added to dry toluene (680 ml). The stirred mixture was heated to reflux for 15 minutes and cooled to room temperature. Ethyl acetate (1.5 liter) and saturated brine (750 ml) were added; the mixture was shaken and the organic phase separated. The organic extract was dried over magnesium sulphate and was evaporated in vacuo to give an oil. The oil was purified by... Reactants: O=C(O)C1C[C@H]1c1ccccc1, COc1ccc(N)cn1. Reagents/catalysts: CCOC(=O)C(=NOC(=[N+](C)C)N1CCOCC1)C#N.F[P-](F)(F)(F)(F)F (COMU), CC1=NC(=CC=C1)C (2,6-Lutidine). The solvent is CN(C)C=O (DMF), CN(C)C=O (DMF), CN(C)C=O (DMF), CN(C)C=O (DMF), CN(C)C=O (DMF), CN(C)C=O (DMF). Run at temperature 25 celsius, time 2 hour. Yields the product COc1ccc(NC(=O)C2C[C@H]2c2ccccc2)cn1. Isolated yield 38.2%. As a reaction SMILES: COc1ccc(N)cn1.O=C(O)C1C[C@H]1c1ccccc1.CCOC(=O)C(=NOC(=[N+](C)C)N1CCOCC1)C#N.F[P-](F)(F)(F)(F)F.CC1=NC(=CC=C1)C.CN(C)C=O>>COc1ccc(NC(=O)C2C[C@H]2c2ccccc2)cn1.